From a dataset of the Open Reaction Database (ORD), a public repository of structured organic reaction records. describe an organic reaction: reactants, conditions, products, and yield Reactants: C#C, Cl[SiH](Cl)C[SiH](Cl)Cl, c1ccccc1. Yields the product Cl[Si]1(Cl)C=C[Si](Cl)(Cl)C1. Reaction SMILES: [CH:1]#[CH:2].[Cl:3][SiH:4]([Cl:5])[CH2:6][SiH:7]([Cl:8])[Cl:9].[cH:10]1[cH:11][cH:12][cH:13][cH:14][cH:15]1>>[CH:1]1=[CH:2][Si:4]([Cl:3])([Cl:5])[CH2:6][Si:7]1([Cl:8])[Cl:9].